This data is from the Open Reaction Database (ORD), a public repository of structured organic reaction records. The task is: describe an organic reaction: reactants, conditions, products, and yield Starting materials: C1COCCO1, NCc1cccnc1, O, O=C(c1ccc(-c2ccccc2)cc1)N1Cc2ccc(C(=O)C(Cl)(Cl)Cl)n2Cc2ccccc21. Yields the product O=C(NCc1cccnc1)c1ccc2n1Cc1ccccc1N(C(=O)c1ccc(-c3ccccc3)cc1)C2. As a reaction SMILES: [CH2:44]1[O:45][CH2:46][CH2:47][O:48][CH2:49]1.[NH2:1][CH2:2][c:3]1[cH:4][n:5][cH:6][cH:7][cH:8]1.[OH2:43].[c:9]1(-[c:37]2[cH:38][cH:39][cH:40][cH:41][cH:42]2)[cH:10][cH:11][c:12]([C:15](=[O:16])[N:17]2[CH2:18][c:19]3[n:20]([c:28]([C:31]([C:32]([Cl:33])([Cl:34])[Cl:35])=[O:36])[cH:29][cH:30]3)[CH2:21][c:22]3[c:23]2[cH:24][cH:25][cH:26][cH:27]3)[cH:13][cH:14]1>>[NH:1]([CH2:2][c:3]1[cH:4][n:5][cH:6][cH:7][cH:8]1)[C:31]([c:28]1[n:20]2[c:19]([cH:30][cH:29]1)[CH2:18][N:17]([C:15]([c:12]1[cH:11][cH:10][c:9](-[c:37]3[cH:38][cH:39][cH:40][cH:41][cH:42]3)[cH:14][cH:13]1)=[O:16])[c:23]1[c:22]([cH:27][cH:26][cH:25][cH:24]1)[CH2:21]2)=[O:36]. Reactants: CN(CCCON=C1C=2C(=NC(=NC2CC(C1)C1=C(C=CC(=C1)F)C1=CC=CC=C1)N)C)C (2-amino-7-(4-fluoro-biphenyl-2-yl)-4-methyl-7,8-dihydro-6H-quinazolin-5-one O-(3-dimethylamino-propyl)-oxime), NC1=NC=2CC(CC(C2C(=N1)C)=NO)C1=C(C=CC=C1)C1=CC=CC=C1 (2-amino-7-biphenyl-2-yl-4-methyl-7,8-dihydro-6H-quinazolin-5-one oxime), compound 66, Cl.Cl.ClCCN1CCN(CC1)C (1-(2-chloro-ethyl)-4-methyl-piperazine dihydrochloride), [H-].[Na+] (sodium hydride), CN(CCCON=C1C=2C(=NC(=NC2CC(C1)C1=C(C=CC(=C1)F)C1=CC=CC=C1)N)C)C (2-amino-7-(4-fluoro-biphenyl-2-yl)-4-methyl-7,8-dihydro-6H-quinazolin-5-one O-(3-dimethylamino-propyl)-oxime). The solvent is O (water). Yields the product CN1CCN(CC1)CCON=C1C=2C(=NC(=NC2CC(C1)C1=C(C=CC=C1)C1=CC=CC=C1)N)C (2-Amino-7-biphenyl-2-yl-4-methyl-7,8-dihydro-6H-quinazolin-5-one O-(2-(4-methyl-piperazin-1-yl)-ethyl)-oxime). RXN SMILES: [NH2:1][C:2]1[N:11]=[C:10]([CH3:12])[C:9]2[C:8](=[N:13][OH:14])[CH2:7][CH:6]([C:15]3[CH:20]=[CH:19][CH:18]=[CH:17][C:16]=3[C:21]3[CH:26]=[CH:25][CH:24]=[CH:23][CH:22]=3)[CH2:5][C:4]=2[N:3]=1.Cl.Cl.Cl[CH2:30][CH2:31][N:32]1[CH2:37][CH2:36][N:35]([CH3:38])[CH2:34][CH2:33]1.[H-].[Na+].CN(C)CCCON=C1CC(C2C=C(F)C=CC=2C2C=CC=CC=2)CC2N=C(N)N=C(C)C1=2>O>[CH3:38][N:35]1[CH2:36][CH2:37][N:32]([CH2:31][CH2:30][O:14][N:13]=[C:8]2[CH2:7][CH:6]([C:15]3[CH:20]=[CH:19][CH:18]=[CH:17][C:16]=3[C:21]3[CH:26]=[CH:25][CH:24]=[CH:23][CH:22]=3)[CH2:5][C:4]3[N:3]=[C:2]([NH2:1])[N:11]=[C:10]([CH3:12])[C:9]2=3)[CH2:33][CH2:34]1 |f:1.2.3,4.5|. Procedure: The title compound was prepared from 2-amino-7-biphenyl-2-yl-4-methyl-7,8-dihydro-6H-quinazolin-5-one oxime, compound 66, (100 mg, 0.290 mmol), 1-(2-chloro-ethyl)-4-methyl-piperazine dihydrochloride (82 mg, 0.348 mmol) and sodium hydride (60% dispersion in oil) (52 mg, 1.31 mmol), following the same procedure used for 2-amino-7-(4-fluoro-biphenyl-2-yl)-4-methyl-7,8-dihydro-6H-quinazolin-5-one O-(3-dimethylamino-propyl)-oxime (compound 88), except after addition of water the solvent was removed u...